Dataset: the Open Reaction Database (ORD), a public repository of structured organic reaction records. Task: describe an organic reaction: reactants, conditions, products, and yield Starting materials: OC=1C=CC2=C(C(=CO2)C(=O)C2=CC=C(C=C2)OC)C1 ((5-Hydroxy-benzofuran-3-yl)-(4-methoxyphenyl)-methanone), CC(=O)OI1(C=2C=CC=CC2C(=O)O1)(OC(=O)C)OC(=O)C (Dess-Martin periodinane), C(Cl)(Cl)Cl.CO (CHCl3 MeOH), ice water. Run in CS(=O)C (DMSO). Run at time 20 minute. The product is COC1=CC=C(C(=O)C2=COC3=C2C(C(C=C3)=O)=O)C=C1 (3-(4-Methoxy-benzoyl)-benzofuran-4,5-dione). Reaction SMILES: [OH:1][C:2]1[CH:3]=[CH:4][C:5]2[O:9][CH:8]=[C:7]([C:10]([C:12]3[CH:17]=[CH:16][C:15]([O:18][CH3:19])=[CH:14][CH:13]=3)=[O:11])[C:6]=2[CH:20]=1.CC(OI1(OC(C)=O)(OC(C)=O)OC(=O)C2C=CC=CC1=2)=[O:23].C(Cl)(Cl)Cl.CO>CS(C)=O>[CH3:19][O:18][C:15]1[CH:16]=[CH:17][C:12]([C:10]([C:7]2[C:6]3[C:20](=[O:23])[C:2](=[O:1])[CH:3]=[CH:4][C:5]=3[O:9][CH:8]=2)=[O:11])=[CH:13][CH:14]=1 |f:2.3|. Procedure: To a solution of compound 9 (100 mg, 0.371 mmol) in DMSO (1.5 mL) was added Dess-Martin periodinane (315 mg, 0.743 mmol) at 0° C. The resulting mixture was stirred at room temperature for 20 min and poured into ice water (2 mL). The resulting precipitate was filtered, washed with water, and dried under high vacuum to obtain compound SKC-BF-02 (50 mg, 50%) as a red solid. Rf=0.6 (CHCl3-MeOH, 9:1); 1H NMR (CDCl3) δ 7.85 (d, J=9.0 Hz, 2H), 7.81 (s, 1H), 7.40 (d, J=10.3 Hz, 1H), 6.93 (d, J=9.0 Hz, 2... Starting materials: CN1CCC2=CC=C(C=C12)[N+](=O)[O-] (1-Methyl-6-nitroindoline). Reagents/catalysts: [Pd] (palladium on carbon). Run in CO (methanol). The product is NC1=CC=C2CCN(C2=C1)C (6-Amino-1-methylindoline). The yield is 82.8%. Reaction SMILES: [CH3:1][N:2]1[C:10]2[C:5](=[CH:6][CH:7]=[C:8]([N+:11]([O-])=O)[CH:9]=2)[CH2:4][CH2:3]1>CO.[Pd]>[NH2:11][C:8]1[CH:9]=[C:10]2[C:5]([CH2:4][CH2:3][N:2]2[CH3:1])=[CH:6][CH:7]=1. Procedure details: 1-Methyl-6-nitroindoline (0.9 g) was hydrogenated at 40 psi in methanol (100 ml) containing 10% palladium on carbon (0.9 g). The reaction mixture was filtered then evaporated and the residue was purified by column chromatography on silica using hexane→50% ethyl acetate/hexane to afford the title compound (0.62 g).